Dataset: the Open Reaction Database (ORD), a public repository of structured organic reaction records. Task: describe an organic reaction: reactants, conditions, products, and yield Starting materials: CCOC(=O)CC(C)=O, [Li]CCCC, CCCCCC, ClCc1ccccc1, [H-], [Na+], C1CCOC1, O. The product is CCOC(=O)CC(=O)CCc1ccccc1. As a reaction SMILES: [C:1]([CH2:2][C:3](=[O:4])[CH3:5])(=[O:6])[O:7][CH2:8][CH3:9].[CH2:12]([Li:13])[CH2:14][CH2:15][CH3:16].[CH3:17][CH2:18][CH2:19][CH2:20][CH2:21][CH3:22].[Cl:23][CH2:24][c:25]1[cH:26][cH:27][cH:28][cH:29][cH:30]1.[H-:10].[Na+:11].[O:31]1[CH2:32][CH2:33][CH2:34][CH2:35]1.[OH2:36]>>[C:1]([CH2:2][C:3](=[O:4])[CH2:5][CH2:24][c:25]1[cH:26][cH:27][cH:28][cH:29][cH:30]1)(=[O:6])[O:7][CH2:8][CH3:9]. Starting materials: C(#N)CNC(=O)C(CC(C)C)OC=1C=C(C=CC1)C1=CC=C(C=C1)N1CCN(CC1)C(=O)O[Si](C(C)C)(C(C)C)C(C)C (Triisopropylsilyl 4-[3′-(1-{[(cyanomethyl)amino]carbonyl}-3-methylbutoxy)[1,1′-biphenyl]-4-yl]-1-piperazinecarboxylate), [F-].C(CCC)[N+](CCCC)(CCCC)CCCC (tetrabutylammonium fluoride). The product is C(#N)CNC(C(CC(C)C)OC=1C=C(C=CC1)C1=CC=C(C=C1)N1CCNCC1)=O (N-(cyanomethyl)-4-methyl-2-{[4′-(1-piperazinyl)[1,1′-biphenyl]-3-yl]oxy}pentanamide). Procedure: Triisopropylsilyl 4-[3′-(1-{[(cyanomethyl)amino]carbonyl}-3-methylbutoxy)[1,1′-biphenyl]-4-yl]-1-piperazinecarboxylate (365 mg, 0.6 mmoles) in 8 mL of tetrahydrofuran was treated with tetrabutylammonium fluoride (0.75 mL, 1 M in THF, 0.75 mmoles) at 0° C. until the disappearance of the starting material was observed by TLC. The reaction was diluted with diethyl ether, ethyl acetate, water and sat. aq. sodium bicarbonate. The phases were separated, the organic phase washed with brine and dried ov... Solvent: C(C)OCC (diethyl ether), C(C)(=O)OCC (ethyl acetate), O (water), C([O-])(O)=O.[Na+] (sodium bicarbonate), O1CCCC1 (tetrahydrofuran). Reaction SMILES: [C:1]([CH2:3][NH:4][C:5]([CH:7]([O:12][C:13]1[CH:14]=[C:15]([C:19]2[CH:24]=[CH:23][C:22]([N:25]3[CH2:30][CH2:29][N:28](C(O[Si](C(C)C)(C(C)C)C(C)C)=O)[CH2:27][CH2:26]3)=[CH:21][CH:20]=2)[CH:16]=[CH:17][CH:18]=1)[CH2:8][CH:9]([CH3:11])[CH3:10])=[O:6])#[N:2].[F-].C([N+](CCCC)(CCCC)CCCC)CCC>O1CCCC1.C(OCC)C.C(OCC)(=O)C.O.C(=O)(O)[O-].[Na+]>[C:1]([CH2:3][NH:4][C:5](=[O:6])[CH:7]([O:12][C:13]1[CH:14]=[C:15]([C:19]2[CH:20]=[CH:21][C:22]([N:25]3[CH2:26][CH2:27][NH:28][CH2:29][CH2:30]3)=[CH:23][CH:24]=2)[CH:16]=[CH:17][CH:18]=1)[CH2:8][CH:9]([CH3:11])[CH3:10])#[N:2] |f:1.2,7.8|.